describe an organic reaction: reactants, conditions, products, and yield From a dataset of the Open Reaction Database (ORD), a public repository of structured organic reaction records. Starting materials: C(C)C1=CC=C(COC2=C(C=C(C=C2)C2(CN(C2)C(=O)OC(C)(C)C)O)OC)C=C1 (tert-butyl 3-[4-(4-ethylbenzyloxy)-3-methoxyphenyl]-3-hydroxyazetidine-1-carboxylate), C(C)C1=CC=C(COC2=C(C=C(C=C2)C2(CN(C2)C(=O)OC(C)(C)C)O)OC)C=C1 (tert-Butyl 3-[4-(4-ethylbenzyloxy)-3-methoxyphenyl]-3-hydroxyazetidine-1-carboxylate), Cl.C(C)(=O)OCC (HCl ethyl acetate). The solvent is C(C)(=O)OCC (Ethyl acetate), C(C)(=O)OCC (ethyl acetate). Conditions: temperature 0 celsius, time 3 hour. The product is Cl.C(C)C1=CC=C(COC2=C(C=C(C=C2)C2(CNC2)O)OC)C=C1 (3-[4-(4-Ethylbenzyloxy)-3-methoxyphenyl]-azetidin-3-ol hydrochloride). Isolated yield 71.0%. RXN SMILES: [CH2:1]([C:3]1[CH:30]=[CH:29][C:6]([CH2:7][O:8][C:9]2[CH:14]=[CH:13][C:12]([C:15]3([OH:26])[CH2:18][N:17](C(OC(C)(C)C)=O)[CH2:16]3)=[CH:11][C:10]=2[O:27][CH3:28])=[CH:5][CH:4]=1)[CH3:2].[ClH:31].C(OCC)(=O)C>C(OCC)(=O)C>[ClH:31].[CH2:1]([C:3]1[CH:30]=[CH:29][C:6]([CH2:7][O:8][C:9]2[CH:14]=[CH:13][C:12]([C:15]3([OH:26])[CH2:18][NH:17][CH2:16]3)=[CH:11][C:10]=2[O:27][CH3:28])=[CH:5][CH:4]=1)[CH3:2] |f:1.2,4.5|. Reported procedure: To a solution of tert-butyl 3-[4-(4-ethylbenzyloxy)-3-methoxyphenyl]-3-hydroxyazetidine-1-carboxylate (0.88 g) prepared in (2) in ethyl acetate (4.0 mL) was added a solution of 4 N HCl/ethyl acetate (4.0 mL) at 0° C. The reaction mixture was stirred at 0° C. for 3 hr. Ethyl acetate was added to the reaction mixture. The precipitated solid was collected on a filter and dried to give the title compound (0.53 g, 71%).